Dataset: the Open Reaction Database (ORD), a public repository of structured organic reaction records. Task: describe an organic reaction: reactants, conditions, products, and yield The reactants are ClCC=1N=C(OC1C)C1=CC=CC=C1 (4-chloromethyl-5-methyl-2-phenyloxazole), [H-].[Na+] (sodium hydride), OC1=CC=C(C=C2C(NC(S2)=O)=O)C=C1 (5-(4-hydroxybenzylidene)-2,4-thiazolidinedione), O (water). Solvent: CN(C=O)C (N,N-dimethylformamide), C(C)(=O)O (acetic acid), oil, CN(C=O)C (N,N-dimethylformamide). Conditions: time 30 minute. Product: CC1=C(N=C(O1)C1=CC=CC=C1)COC1=CC=C(C=C2C(NC(S2)=O)=O)C=C1 (5-[4-(5-methyl-2-phenyl-4-oxazolylmethoxy)benzylidene]-2,4-thiazolidinedione). Isolated yield 41.6%. Reaction SMILES: [H-].[Na+].[OH:3][C:4]1[CH:17]=[CH:16][C:7]([CH:8]=[C:9]2[S:13][C:12](=[O:14])[NH:11][C:10]2=[O:15])=[CH:6][CH:5]=1.Cl[CH2:19][C:20]1[N:21]=[C:22]([C:26]2[CH:31]=[CH:30][CH:29]=[CH:28][CH:27]=2)[O:23][C:24]=1[CH3:25].O>CN(C)C=O.C(O)(=O)C>[CH3:25][C:24]1[O:23][C:22]([C:26]2[CH:27]=[CH:28][CH:29]=[CH:30][CH:31]=2)=[N:21][C:20]=1[CH2:19][O:3][C:4]1[CH:17]=[CH:16][C:7]([CH:8]=[C:9]2[S:13][C:12](=[O:14])[NH:11][C:10]2=[O:15])=[CH:6][CH:5]=1 |f:0.1|. Reported procedure: 60% sodium hydride in oil (0.24 g) was added to a solution of 5-(4-hydroxybenzylidene)-2,4-thiazolidinedione (0.664 g) in N,N-dimethylformamide (20 ml), and the mixture was stirred for 30 minutes. A solution of 4-chloromethyl-5-methyl-2-phenyloxazole (0.623 g) in N,N-dimethylformamide (10 ml) was added dropwise to the mixture under ice-cooling. After stirring at room temperature for 5 hours, the reaction solution was poured into water. The aqueous mixture was made acid with acetic acid and extra... Reactants: BrC1=C2C=NNC2=CC(=C1)C(F)(F)F (4-bromo-6-(trifluoromethyl)-1H-indazole), COC1=CC=C(C(=N1)C)B(O)O ((6-methoxy-2-methylpyridin-3-yl)boronic acid), C(=O)(O)[O-].[Na+] (NaHCO3). Reagents/catalysts: C1=CC=C(C=C1)P([C-]2C=CC=C2)C3=CC=CC=C3.C1=CC=C(C=C1)P([C-]2C=CC=C2)C3=CC=CC=C3.Cl[Pd]Cl.[Fe+2] (PdCl2(dppf)). Run in O1CCOCC1 (dioxane). Run at temperature 140 celsius. The product is C(=O)(C(F)(F)F)O (TFA), COC1=CC=C(C(=N1)C)C1=C2C=NNC2=CC(=C1)C(F)(F)F (4-(6-methoxy-2-methylpyridin-3-yl)-6-(trifluoromethyl)-1H-indazole). Yield: 47.0%. As a reaction SMILES: Br[C:2]1[CH:10]=[C:9]([C:11]([F:14])([F:13])[F:12])[CH:8]=[C:7]2[C:3]=1[CH:4]=[N:5][NH:6]2.[CH3:15][O:16][C:17]1[N:22]=[C:21]([CH3:23])[C:20](B(O)O)=[CH:19][CH:18]=1.[C:27]([O-:30])(O)=[O:28].[Na+]>O1CCOCC1.C1C=CC(P(C2C=CC=CC=2)[C-]2C=CC=C2)=CC=1.C1C=CC(P(C2C=CC=CC=2)[C-]2C=CC=C2)=CC=1.Cl[Pd]Cl.[Fe+2]>[C:27]([OH:30])([C:11]([F:14])([F:13])[F:12])=[O:28].[CH3:15][O:16][C:17]1[N:22]=[C:21]([CH3:23])[C:20]([C:2]2[CH:10]=[C:9]([C:11]([F:14])([F:13])[F:12])[CH:8]=[C:7]3[C:3]=2[CH:4]=[N:5][NH:6]3)=[CH:19][CH:18]=1 |f:2.3,5.6.7.8|. Procedure details: A vial was charged with a mixture of 4-bromo-6-(trifluoromethyl)-1H-indazole (0.15 g, 0.566 mmol), (6-methoxy-2-methylpyridin-3-yl)boronic acid (0.123 g, 0.736 mmol) and PdCl2(dppf) (0.021 g, 0.028 mmol) in dioxane (10 mL) and aqueous saturated NaHCO3 (3 mL). The resulting light brown suspension was heated at 140° C. for 45 minutes in microwave reactor. The reaction mixture was subsequently concentrated and the crude residue was purified by preparative HPLC, eluting with 45% ACN (containing 0.03... The reactants are FC1=C(C(=C(C=C1OC)OC)F)C1=CC=C(C=2N=CC=NC12)C(=O)O (8-(2,6-difluoro-3,5-dimethoxy-phenyl)-quinoxaline-5-carboxylic acid), C(C)(C)(C)OC(=O)N1C(=NC(=C1)C(OCC)OCC)N (2-amino-4-diethoxymethyl-imidazole-1-carboxylic acid tert-butyl ester), CN(C)C(=[N+](C)C)ON1C2=C(C=CC=C2)N=N1.[B-](F)(F)(F)F (TBTU), CCN(C(C)C)C(C)C (DIEA). Solvent: CN(C)C=O (DMF), CCOC(=O)C.O (EtOAc H2O). Reaction conditions: time 18 hour. Product: C(=O)C=1N=C(NC1)NC(=O)C=1C=2N=CC=NC2C(=CC1)C1=C(C(=CC(=C1F)OC)OC)F (8-(2,6-Difluoro-3,5-dimethoxy-phenyl)-quinoxaline-5-carboxylic acid (4-formyl-1H-imidazol-2-yl)-amide). Yield: 68.5%. As a reaction SMILES: [F:1][C:2]1[C:7]([O:8][CH3:9])=[CH:6][C:5]([O:10][CH3:11])=[C:4]([F:12])[C:3]=1[C:13]1[C:22]2[N:21]=[CH:20][CH:19]=[N:18][C:17]=2[C:16]([C:23](O)=[O:24])=[CH:15][CH:14]=1.C(OC([N:33]1[CH:37]=[C:36]([CH:38](OCC)[O:39]CC)[N:35]=[C:34]1[NH2:45])=O)(C)(C)C.CN(C(ON1N=NC2C=CC=CC1=2)=[N+](C)C)C.[B-](F)(F)(F)F.CCN(C(C)C)C(C)C>CN(C=O)C.CCOC(C)=O.O>[CH:38]([C:36]1[N:35]=[C:34]([NH:45][C:23]([C:16]2[C:17]3[N:18]=[CH:19][CH:20]=[N:21][C:22]=3[C:13]([C:3]3[C:4]([F:12])=[C:5]([O:10][CH3:11])[CH:6]=[C:7]([O:8][CH3:9])[C:2]=3[F:1])=[CH:14][CH:15]=2)=[O:24])[NH:33][CH:37]=1)=[O:39] |f:2.3,6.7|. Reported procedure: A mixture of 8-(2,6-difluoro-3,5-dimethoxy-phenyl)-quinoxaline-5-carboxylic acid (200 mg, 0.578 mmol) (Step 185.1), 2-amino-4-diethoxymethyl-imidazole-1-carboxylic acid tert-butyl ester (198 mg, 0.693 mmol, 1.2 equiv) (Step 179.8), TBTU (223 mg, 0.693 mmol, 1.2 equiv), DIEA (74.7 mg, 0.578 mmol) in DMF (4 mL) was stirred for 18 h at rt. The reaction mixture was diluted in EtOAc/H2O and extracted with EtOAc. The organic phase was washed with H2O and brine, dried (Na2SO4), filtered and concentrate... Reactants: O=C(Cl)c1ccccc1, CCN(C(C)C)C(C)C, ClCCl, CC(C)(C)OC(=O)C1CCCN2C(=O)CCC(N)C(=O)N12. Product: CC(C)(C)OC(=O)C1CCCN2C(=O)CCC(NC(=O)c3ccccc3)C(=O)N12. As a reaction SMILES: [C:1]([c:2]1[cH:3][cH:4][cH:5][cH:6][cH:7]1)(=[O:8])[Cl:9].[CH:31]([N:32]([CH:33]([CH3:34])[CH3:35])[CH2:36][CH3:37])([CH3:38])[CH3:39].[Cl:40][CH2:41][Cl:42].[NH2:10][CH:11]1[CH2:12][CH2:13][C:14](=[O:30])[N:15]2[N:16]([C:17]1=[O:18])[CH:19]([C:23](=[O:24])[O:25][C:26]([CH3:27])([CH3:28])[CH3:29])[CH2:20][CH2:21][CH2:22]2>>[C:1]([c:2]1[cH:3][cH:4][cH:5][cH:6][cH:7]1)(=[O:8])[NH:10][CH:11]1[CH2:12][CH2:13][C:14](=[O:30])[N:15]2[N:16]([C:17]1=[O:18])[CH:19]([C:23](=[O:24])[O:25][C:26]([CH3:27])([CH3:28])[CH3:29])[CH2:20][CH2:21][CH2:22]2.